From a dataset of the Open Reaction Database (ORD), a public repository of structured organic reaction records. describe an organic reaction: reactants, conditions, products, and yield Reactants: O=C1NCCC12CCN(CC2)C(=O)OC(C)(C)C (tert-butyl 1-oxo-2,8-diazaspiro[4.5]decane-8-carboxylate), 2-methyl-5-oxo-2,5-dihydrofuran-3-yltrifluoromethanesulfonate, CC1(C2=C(C(=CC=C2)P(C3=CC=CC=C3)C4=CC=CC=C4)OC5=C(C=CC=C51)P(C6=CC=CC=C6)C7=CC=CC=C7)C (Xantphos), O (water), C([O-])([O-])=O.[K+].[K+] (potassium carbonate). Reagents/catalysts: C(C)(=O)[O-].[Pd+2].C(C)(=O)[O-] (palladium (II) acetate). Run in C1(=CC=CC=C1)C (toluene). Reaction conditions: temperature 65 celsius. The product is CC1OC(C=C1N1C(C2(CC1)CCN(CC2)C(=O)OC(C)(C)C)=O)=O (tert-butyl 2-(2-methyl-5-oxo-2,5-dihydrofuran-3-yl)-1-oxo-2,8-diazaspiro[4.5]decane-8-carboxylate). RXN SMILES: [O:1]=[C:2]1[C:6]2([CH2:11][CH2:10][N:9]([C:12]([O:14][C:15]([CH3:18])([CH3:17])[CH3:16])=[O:13])[CH2:8][CH2:7]2)[CH2:5][CH2:4][NH:3]1.CC1(C)C2[C:41](=[C:42](P(C3C=CC=CC=3)C3C=CC=CC=3)[CH:43]=[CH:44][CH:45]=2)[O:40]C2C(P(C3C=CC=CC=3)C3C=CC=CC=3)=CC=CC1=2.O.C(=O)([O-])[O-:63].[K+].[K+]>C1(C)C=CC=CC=1.C([O-])(=O)C.[Pd+2].C([O-])(=O)C>[CH3:45][CH:44]1[C:43]([N:3]2[CH2:4][CH2:5][C:6]3([CH2:11][CH2:10][N:9]([C:12]([O:14][C:15]([CH3:18])([CH3:17])[CH3:16])=[O:13])[CH2:8][CH2:7]3)[C:2]2=[O:1])=[CH:42][C:41](=[O:63])[O:40]1 |f:3.4.5,7.8.9|. Procedure details: A mixture of tert-butyl 1-oxo-2,8-diazaspiro[4.5]decane-8-carboxylate (200 mg, 0.786 mmol), 2-methyl-5-oxo-2,5-dihydrofuran-3-yltrifluoromethanesulfonate (232 mg, 0.944 mmol), Xantphos (45.5 mg, 0.079 mmol), palladium (II) acetate (8.83 mg, 0.039 mmol), water (0.043 mL, 2.359 mmol), and potassium carbonate (217 mg, 1.573 mmol) in toluene (20 mL) was degassed by nitrogen and heated at 65° C. for 16 h. After filtration through CELITE® the filtrate was concentrated and the residue was purified on s... The reactants are BrC1=C2C=CC(=CC2=CC=C1)S(=O)(=O)OC1=C(C(=C(C(=C1F)F)F)F)F (perfluorophenyl 5-bromonaphthalene-2-sulfonate), BrC1=C2C=CC(=CC2=CC=C1)S(=O)(=O)OC1=C(C(=C(C(=C1F)F)F)F)F (perfluorophenyl 5-bromonaphthalene-2-sulfonate), F[B-](F)(F)F.C(C)(C)(C)[PH+](C(C)(C)C)C(C)(C)C (tri-tert-butylphosphonium tetrafluoroborate), C(C)(CC)[Li] (sec-butyllithium), N1(CCCC1)C(=O)OC(C)(C)C (tert-butyl 1-pyrrolidinecarboxylate), [OH-].[NH4+] (ammonium hydroxide). Reagents/catalysts: C(C)(=O)[O-].[Pd+2].C(C)(=O)[O-] (palladium(ii) acetate), [Cl-].[Zn+2].[Cl-] (zinc chloride). The solvent is C1CCOC1 (THF). Run at temperature -25 celsius, time 15 minute. Product: FC1=C(OS(=O)(=O)C=2C=C3C=CC=C(C3=CC2)C2N(CCC2)C(=O)OC(C)(C)C)C(=C(C(=C1F)F)F)F (tert-butyl 2-(6-((perfluorophenoxy)sulfonyl)naphthalen-1-yl)pyrrolidine-1-carboxylate). Yield: 59.1%. RXN SMILES: [N:1]1([C:6]([O:8][C:9]([CH3:12])([CH3:11])[CH3:10])=[O:7])[CH2:5][CH2:4][CH2:3][CH2:2]1.C([Li])(CC)C.Br[C:19]1[CH:28]=[CH:27][CH:26]=[C:25]2[C:20]=1[CH:21]=[CH:22][C:23]([S:29]([O:32][C:33]1[C:38]([F:39])=[C:37]([F:40])[C:36]([F:41])=[C:35]([F:42])[C:34]=1[F:43])(=[O:31])=[O:30])=[CH:24]2.F[B-](F)(F)F.C([PH+](C(C)(C)C)C(C)(C)C)(C)(C)C.[OH-].[NH4+]>[Cl-].[Zn+2].[Cl-].C([O-])(=O)C.[Pd+2].C([O-])(=O)C.C1COCC1>[F:43][C:34]1[C:35]([F:42])=[C:36]([F:41])[C:37]([F:40])=[C:38]([F:39])[C:33]=1[O:32][S:29]([C:23]1[CH:24]=[C:25]2[C:20](=[CH:21][CH:22]=1)[C:19]([CH:2]1[CH2:3][CH2:4][CH2:5][N:1]1[C:6]([O:8][C:9]([CH3:12])([CH3:11])[CH3:10])=[O:7])=[CH:28][CH:27]=[CH:26]2)(=[O:31])=[O:30] |f:3.4,5.6,7.8.9,10.11.12|. Reported procedure: A 100-mL round-bottom flask was charged with tert-butyl 1-pyrrolidinecarboxylate (Sigma-Aldrich, St. Louis, Mo., 0.774 ml, 4.41 mmol) and THF (22.07 ml) to give a clear solution. The flask was flushed with Ar (g), then cooled in a −30° C. dry ice-acetone bath for 10 min. sec-butyllithium (1.4 M in cyclohexane) (3.15 ml, 4.41 mmol) was added dropwise over 2 min. The resulting mixture was stirred for 15 min, during which time the bath had warmed to −25° C., then zinc chloride (1M in diethyl ether)... The reactants are C(=O)(O)C1=CC=C2C(=CNC2=C1)\C=C\1/SC2=C(NC1=O)C=CC=C2 ((Z)-2-[(6-carboxyindol-3-yl)methylene]-2H-1,4-benzothiazin-3(4H)-one), C(=O)(N1C=NC=C1)N1C=NC=C1 (1,1′-carbonyldiimidazol), NCCN1CCCC1 (N-(2-aminoethyl)pyrrolidine). The solvent is CN(C=O)C (N,N-dimethylformamide). Conditions: temperature 40 celsius. Yields the product N1(CCCC1)CCNC(=O)C1=CC=C2C(=CNC2=C1)\C=C\1/SC2=C(NC1=O)C=CC=C2 ((Z)-2-{{6-{N-[2-(Pyrrolidin-1-yl)ethyl]carbamoyl}indol-3-yl}methylene}-2H-1,4-benzothiazin-3 (4H)-one). The yield is 47.8%. Reaction SMILES: [C:1]([C:4]1[CH:12]=[C:11]2[C:7]([C:8](/[CH:13]=[C:14]3\[S:15][C:16]4[CH:24]=[CH:23][CH:22]=[CH:21][C:17]=4[NH:18][C:19]\3=[O:20])=[CH:9][NH:10]2)=[CH:6][CH:5]=1)(O)=[O:2].C(N1C=CN=C1)(N1C=CN=C1)=O.[NH2:37][CH2:38][CH2:39][N:40]1[CH2:44][CH2:43][CH2:42][CH2:41]1>CN(C)C=O>[N:40]1([CH2:39][CH2:38][NH:37][C:1]([C:4]2[CH:12]=[C:11]3[C:7]([C:8](/[CH:13]=[C:14]4\[S:15][C:16]5[CH:24]=[CH:23][CH:22]=[CH:21][C:17]=5[NH:18][C:19]\4=[O:20])=[CH:9][NH:10]3)=[CH:6][CH:5]=2)=[O:2])[CH2:44][CH2:43][CH2:42][CH2:41]1. Procedure: To a solution of (Z)-2-[(6-carboxyindol-3-yl)methylene]-2H-1,4-benzothiazin-3(4H)-one (0.5 g, 1.5 mmol) in dry N,N-dimethylformamide (30 ml), 1,1′-carbonyldiimidazol (0.24 g, 1.5 mmol) was added under nitrogen atmosphere, and the mixture was heated at 40° C. for 1 h. Then N-(2-aminoethyl)pyrrolidine (0.34 g, 2.98 mmol) was added and the mixture heated at the same temperature for an additional time of 20 h. The reaction was allowed to cool to room temperature and the solvent removed under reduced... Reactants: N#CBr (cyanogen bromide), Br.NCCC1(CC1)N (1-(2-aminoethyl)cyclopropanamine hydrobromide), solution, C[O-].[Na+] (sodium methoxide). The solvent is CO (methanol), CO (methanol). Reaction conditions: time 2 hour. The product is Br.C1CC12NC(=NCC2)N (4,6-Diazaspiro[2.5]oct-5-en-5-amine hydrobromide). Yield: 99.8%. Reaction SMILES: Br.[NH2:2][CH2:3][CH2:4][C:5]1([NH2:8])[CH2:7][CH2:6]1.C[O-].[Na+].[N:12]#[C:13][Br:14]>CO>[BrH:14].[CH2:7]1[C:5]2([CH2:4][CH2:3][N:2]=[C:13]([NH2:12])[NH:8]2)[CH2:6]1 |f:0.1,2.3,6.7|. Procedure details: To a solution of 2.65 g (10.11 mmol) of 1-(2-aminoethyl)cyclopropanamine hydrobromide in 21 ml of methanol was added 3.83 ml (21.24 mmol) of a solution of sodium methoxide in methanol (5.55 N). The mixture was stirred at room temperature for 2 h. The precipitate was filtered and the filtrate was evaporated. The crude was dissolved in 9 ml of water and 1.07 g (10.11 mmol) of cyanogen bromide was added portion wise. The resulting mixture was stirred at room temperature for 2 h and evaporated to dr...